Dataset: the Open Reaction Database (ORD), a public repository of structured organic reaction records. Task: describe an organic reaction: reactants, conditions, products, and yield Reactants: O=c1[nH]c2cc(Br)cc(F)c2o1, CCCCC1CCN(CCCO)CC1, C1CCOC1, CCOC(=O)N=NC(=O)OCC, c1ccc(P(c2ccccc2)c2ccccc2)cc1. The product is CCCCC1CCN(CCCn2c(=O)oc3c(F)cc(Br)cc32)CC1. As a reaction SMILES: [Br:1][c:2]1[cH:3][c:4]([F:12])[c:5]2[c:6]([nH:7][c:8](=[O:10])[o:9]2)[cH:11]1.[CH2:13]([CH2:14][CH2:15][CH3:16])[CH:17]1[CH2:18][CH2:19][N:20]([CH2:23][CH2:24][CH2:25][OH:26])[CH2:21][CH2:22]1.[CH2:58]1[O:59][CH2:60][CH2:61][CH2:62]1.[O:27]=[C:28]([O:29][CH2:30][CH3:31])[N:32]=[N:33][C:34]([O:35][CH2:36][CH3:37])=[O:38].[c:39]1([P:40]([c:41]2[cH:42][cH:43][cH:44][cH:45][cH:46]2)[c:47]2[cH:48][cH:49][cH:50][cH:51][cH:52]2)[cH:53][cH:54][cH:55][cH:56][cH:57]1>>[Br:1][c:2]1[cH:3][c:4]([F:12])[c:5]2[c:6]([n:7]([CH2:25][CH2:24][CH2:23][N:20]3[CH2:19][CH2:18][CH:17]([CH2:13][CH2:14][CH2:15][CH3:16])[CH2:22][CH2:21]3)[c:8](=[O:10])[o:9]2)[cH:11]1.